From a dataset of the Open Reaction Database (ORD), a public repository of structured organic reaction records. describe an organic reaction: reactants, conditions, products, and yield The reactants are ClCC=1N=C(SC1)C1=CC=C(C=C1)OC (4-chloromethyl-2-(4-methoxy-phenyl)-thiazole), N1N=NC=C1 (1H-[1,2,3]triazole), [I-].[K+] (potassium iodide), [OH-].[Na+] (sodium hydroxide). Solvent: CC(C)(CC)O (2-methyl-2-butanol). Run at temperature 120 celsius, time 5 hour. Yields the product COC1=CC=C(C=C1)C=1SC=C(N1)CN1N=NC=C1 (1-[2-(4-methoxy-phenyl)-thiazol-4-ylmethyl]-1H-[1,2,3]triazole). Isolated yield 81.6%. RXN SMILES: Cl[CH2:2][C:3]1[N:4]=[C:5]([C:8]2[CH:13]=[CH:12][C:11]([O:14][CH3:15])=[CH:10][CH:9]=2)[S:6][CH:7]=1.[NH:16]1[CH:20]=[CH:19][N:18]=[N:17]1.[I-].[K+].[OH-].[Na+]>CC(O)(CC)C>[CH3:15][O:14][C:11]1[CH:12]=[CH:13][C:8]([C:5]2[S:6][CH:7]=[C:3]([CH2:2][N:16]3[CH:20]=[CH:19][N:18]=[N:17]3)[N:4]=2)=[CH:9][CH:10]=1 |f:2.3,4.5|. Reported procedure: A suspension of 1.50 g (6.3 mmol) 4-chloromethyl-2-(4-methoxy-phenyl)-thiazole, 0.65 g (9.4 mmol) 1H-[1,2,3]triazole, 0.11 g (0.63 mmol) potassium iodide and 0.37 g (9.4 mmol) sodium hydroxide in 20 ml 2-methyl-2-butanol was stirred at 120° C. for 5 h. After evaporation, the residue was quenched with water and extracted with ethyl acetate. The extract was dried and concentrated to yield 1.4 g (82%) 1-[2-(4-methoxy-phenyl)-thiazol-4-ylmethyl]-1H-[1,2,3]triazole as beige crystals, melting at 89-94... Reagents/catalysts: C(C)(=O)[O-].[Pd+2].C(C)(=O)[O-] (palladium(II) acetate). Solvent: O1CCOCC1.O (dioxane water). Conditions: temperature 80 celsius. The reactants are IC=1C=CC(N(C1)CCCN1CCCCC1)=O (5-iodo-1-(3-piperidin-1-yl-propyl)-1H-pyridin-2-one), C1(=CC=CC=C1)N1C=NC2=C1C=CC(=C2)B2OC(C(O2)(C)C)(C)C (1-phenyl-5-(4,4,5,5-tetramethyl-[1,3,2]dioxaborolan-2-yl)-1H-benzoimidazole), C1(=CC=CC=C1)P(C1=CC=CC=C1)C1=CC=CC=C1 (triphenylphosphine), C([O-])([O-])=O.[Na+].[Na+] (sodium carbonate). The product is C1(=CC=CC=C1)N1C=NC2=C1C=CC(=C2)C=2C=CC(N(C2)CCCN2CCCCC2)=O (5-(1-phenyl-1H-benzoimidazol-5-yl)-1-(3-piperidin-1-yl-propyl)-1H-pyridin-2-one). Yield: 70.8%. Procedure: 5-iodo-1-(3-piperidin-1-yl-propyl)-1H-pyridin-2-one (18) (0.096 g, 0.28 mmol), 1-phenyl-5-(4,4,5,5-tetramethyl-[1,3,2]dioxaborolan-2-yl)-1H-benzoimidazole (0.081 g, 0.25 mmol), palladium(II) acetate (0.003 g, 0.013 mmol), triphenylphosphine (0.010 g, 0.038 mmol) and sodium carbonate (0,080 g, 0.75 mmol) were stirred in 1.6 mL of a 3:1 mixture of dioxane/water. The mixture was degassed 3× by alternating vacuum and an argon atmosphere. The reaction was heated to 80° C. for 18 h, cooled and diluted... Reaction SMILES: I[C:2]1[CH:3]=[CH:4][C:5](=[O:17])[N:6]([CH2:8][CH2:9][CH2:10][N:11]2[CH2:16][CH2:15][CH2:14][CH2:13][CH2:12]2)[CH:7]=1.[C:18]1([N:24]2[C:28]3[CH:29]=[CH:30][C:31](B4OC(C)(C)C(C)(C)O4)=[CH:32][C:27]=3[N:26]=[CH:25]2)[CH:23]=[CH:22][CH:21]=[CH:20][CH:19]=1.C1(P(C2C=CC=CC=2)C2C=CC=CC=2)C=CC=CC=1.C(=O)([O-])[O-].[Na+].[Na+]>C([O-])(=O)C.[Pd+2].C([O-])(=O)C.O1CCOCC1.O>[C:18]1([N:24]2[C:28]3[CH:29]=[CH:30][C:31]([C:2]4[CH:3]=[CH:4][C:5](=[O:17])[N:6]([CH2:8][CH2:9][CH2:10][N:11]5[CH2:16][CH2:15][CH2:14][CH2:13][CH2:12]5)[CH:7]=4)=[CH:32][C:27]=3[N:26]=[CH:25]2)[CH:19]=[CH:20][CH:21]=[CH:22][CH:23]=1 |f:3.4.5,6.7.8,9.10|. Reactants: ClCCl, O=C(Cl)C(=O)Cl, Cc1ccccc1-n1c(Cn2nc(C(=O)O)c3c(N)ncnc32)cc2cccc(C)c2c1=O, CN(C)C=O. Product: Cc1ccccc1-n1c(Cn2nc(C(N)=O)c3c(N)ncnc32)cc2cccc(C)c2c1=O. RXN SMILES: [Cl:39][CH2:40][Cl:41].[Cl:42][C:43]([C:44]([Cl:45])=[O:46])=[O:47].[NH2:1][c:2]1[c:3]2[c:4]([n:5][cH:6][n:7]1)[n:8]([CH2:14][c:15]1[n:16](-[c:27]3[c:28]([CH3:33])[cH:29][cH:30][cH:31][cH:32]3)[c:17](=[O:26])[c:18]3[c:19]([CH3:25])[cH:20][cH:21][cH:22][c:23]3[cH:24]1)[n:9][c:10]2[C:11](=[O:12])[OH:13].[O:34]=[CH:35][N:36]([CH3:37])[CH3:38]>>[NH2:1][c:2]1[c:3]2[c:4]([n:5][cH:6][n:7]1)[n:8]([CH2:14][c:15]1[n:16](-[c:27]3[c:28]([CH3:33])[cH:29][cH:30][cH:31][cH:32]3)[c:17](=[O:26])[c:18]3[c:19]([CH3:25])[cH:20][cH:21][cH:22][c:23]3[cH:24]1)[n:9][c:10]2[C:11](=[O:12])[NH2:36].